From a dataset of the Open Reaction Database (ORD), a public repository of structured organic reaction records. describe an organic reaction: reactants, conditions, products, and yield The reactants are COc1cc(C=C2CCC3CC(O[Si](C)(C)C(C)(C)C)CC(c4ccc(F)cc4)N3C2=O)ccc1-n1cnc(C)c1, CCCC[N+](CCCC)(CCCC)CCCC, C1CCOC1, CCOC(C)=O, [Cl-], [F-], [NH4+]. Product: COc1cc(C=C2CCC3CC(O)CC(c4ccc(F)cc4)N3C2=O)ccc1-n1cnc(C)c1. Reaction SMILES: [C:19]([Si:20]([CH3:21])([CH3:22])[O:24][CH:25]1[CH2:26][CH:27]([c:51]2[cH:52][cH:53][c:54]([F:57])[cH:55][cH:56]2)[N:28]2[C:29](=[O:50])[C:30](=[CH:35][c:36]3[cH:37][c:38]([O:48][CH3:49])[c:39](-[n:42]4[cH:43][n:44][c:45]([CH3:47])[cH:46]4)[cH:40][cH:41]3)[CH2:31][CH2:32][CH:33]2[CH2:34]1)([CH3:23])([CH3:58])[CH3:59].[CH2:2]([N+:3]([CH2:4][CH2:5][CH2:6][CH3:7])([CH2:8][CH2:9][CH2:10][CH3:11])[CH2:12][CH2:13][CH2:14][CH3:15])[CH2:16][CH2:17][CH3:18].[CH2:68]1[O:69][CH2:70][CH2:71][CH2:72]1.[CH3:62][CH2:63][O:64][C:65](=[O:66])[CH3:67].[Cl-:60].[F-:1].[NH4+:61]>>[OH:24][CH:25]1[CH2:26][CH:27]([c:51]2[cH:52][cH:53][c:54]([F:57])[cH:55][cH:56]2)[N:28]2[C:29](=[O:50])[C:30](=[CH:35][c:36]3[cH:37][c:38]([O:48][CH3:49])[c:39](-[n:42]4[cH:43][n:44][c:45]([CH3:47])[cH:46]4)[cH:40][cH:41]3)[CH2:31][CH2:32][CH:33]2[CH2:34]1. Starting materials: C1CCC(CC1)N=C=NC2CCCCC2 (DCC), ice, C(C)(=O)N(C)CC(=O)O (N-acetylsarcosine), C(C)OC(CNCC1=CC=CC=C1)=O (N-benzylglycine ethylester). Run in CN(C=O)C (dimethylformamide), C(Cl)(Cl)Cl (chloroform), CN(C=O)C (dimethylformamide). Run at temperature 0 celsius, time 1 hour. Product: C(C)OC(CN(CC1=CC=CC=C1)C(CN(C)C(C)=O)=O)=O (N-(N'-acetylsarcosyl)-N-benzylglycine ethylester). As a reaction SMILES: C1CCC(N=C=NC2CCCCC2)CC1.[C:16]([N:19]([CH2:21][C:22](O)=[O:23])[CH3:20])(=[O:18])[CH3:17].[CH2:25]([O:27][C:28](=[O:38])[CH2:29][NH:30][CH2:31][C:32]1[CH:37]=[CH:36][CH:35]=[CH:34][CH:33]=1)[CH3:26]>CN(C)C=O.C(Cl)(Cl)Cl>[CH2:25]([O:27][C:28](=[O:38])[CH2:29][N:30]([C:22](=[O:23])[CH2:21][N:19]([C:16](=[O:18])[CH3:17])[CH3:20])[CH2:31][C:32]1[CH:37]=[CH:36][CH:35]=[CH:34][CH:33]=1)[CH3:26]. Procedure: A cold solution of 1.65 g DCC in 3 ml dimethylformamide is added to a stirred ice-cooled solution of 1.0 g N-acetylsarcosine and 1.4 g N-benzylglycine ethylester in 9 ml dry dimethylformamide, and the resulting solution is stirred at 0° C. for 1 hour and then at room temperature for 2 hours. It is then filtered and the precipitate is washed with dimethylformamide. The filtrate and washings are combined and the solvent is evaporated to dryness in vacuo to yield a residue which is then dissolved i... The yield is 36.2%. Reaction SMILES: [OH:1][CH2:2][CH2:3][N:4]1[C:8]([NH:9][C:10]([C:23]2[CH:28]=[CH:27][CH:26]=[CH:25][CH:24]=2)([C:17]2[CH:22]=[CH:21][CH:20]=[CH:19][CH:18]=2)[C:11]2[CH:16]=[CH:15][CH:14]=[CH:13][CH:12]=2)=[C:7]([NH:29][CH:30]=[O:31])[CH:6]=[N:5]1.[H-].[Na+].Br[CH2:35][CH2:36][CH2:37][NH:38][C:39](=[O:45])[O:40][C:41]([CH3:44])([CH3:43])[CH3:42].[I-].[Na+].S([O-])(O)(=O)=O.[K+]>CN(C)C=O>[CH:30]([N:29]([CH2:35][CH2:36][CH2:37][NH:38][C:39](=[O:45])[O:40][C:41]([CH3:44])([CH3:43])[CH3:42])[C:7]1[CH:6]=[N:5][N:4]([CH2:3][CH2:2][OH:1])[C:8]=1[NH:9][C:10]([C:17]1[CH:18]=[CH:19][CH:20]=[CH:21][CH:22]=1)([C:11]1[CH:12]=[CH:13][CH:14]=[CH:15][CH:16]=1)[C:23]1[CH:28]=[CH:27][CH:26]=[CH:25][CH:24]=1)=[O:31] |f:1.2,4.5,6.7|. Reactants: S(=O)(=O)(O)[O-].[K+] (potassium hydrogen sulfate), BrCCCNC(OC(C)(C)C)=O (tert-butyl (3-bromopropyl)carbamate), [I-].[Na+] (sodium iodide), OCCN1N=CC(=C1NC(C1=CC=CC=C1)(C1=CC=CC=C1)C1=CC=CC=C1)NC=O ([1-(2-hydroxyethyl)-5-(tritylamino)-1H-pyrazol-4-yl]formamide), [H-].[Na+] (sodium hydride). Yields the product C(=O)N(C=1C=NN(C1NC(C1=CC=CC=C1)(C1=CC=CC=C1)C1=CC=CC=C1)CCO)CCCNC(OC(C)(C)C)=O (tert-butyl (3-{N-formyl-N-[1-(2-hydroxyethyl)-5-(tritylamino)-1H-pyrazol-4-yl]amino}propyl)carbamate). The solvent is CN(C=O)C (N,N-dimethylformamide), CN(C=O)C (N,N-dimethylformamide). Reported procedure: To a stirred solution of [1-(2-hydroxyethyl)-5-(tritylamino)-1H-pyrazol-4-yl]formamide (2 g) in N,N-dimethylformamide (30 ml) was added sodium hydride (213 mg, 60% oil suspension) under a nitrogen stream at, 0° C., and the whole mixture was stirred at 0° C. for 20 minutes. A solution of tert-butyl (3-bromopropyl)carbamate (1.27 g) in N,N-dimethylformamide (10 ml) and sodium iodide (799 mg) were added to the above solution, and the mixture was stirred overnight. 10% Aqueous potassium hydrogen sul... Conditions: temperature 0 celsius, time 20 minute. Reported procedure: The title compound (D125) (60.7 mg) was prepared according to the general procedure for substituted benzyl amines preparation starting from methyl 4-(1-(6-azaspiro[2.5]octane-5-carboxamido)cyclopropyl)benzoate 2,2,2-trifluoroacetate (single unknown enantiomer) (D90) (50 mg, 0.11 mmol) and 3-(Trifluoromethyl)benzyl bromide (0.020 ml, 0.12 mmol). (Cs2CO3:2 eq; reaction time: 4 hrs; reaction temperature: RT. RXN SMILES: FC(F)(F)C(O)=O.[CH2:8]1[C:10]2([CH2:15][CH2:14][NH:13][CH:12]([C:16]([NH:18][C:19]3([C:22]4[CH:31]=[CH:30][C:25]([C:26]([O:28][CH3:29])=[O:27])=[CH:24][CH:23]=4)[CH2:21][CH2:20]3)=[O:17])[CH2:11]2)[CH2:9]1.[F:32][C:33]([F:43])([F:42])[C:34]1[CH:35]=[C:36]([CH:39]=[CH:40][CH:41]=1)[CH2:37]Br.C([O-])([O-])=O.[Cs+].[Cs+]>>[F:32][C:33]([F:42])([F:43])[C:34]1[CH:35]=[C:36]([CH:39]=[CH:40][CH:41]=1)[CH2:37][N:13]1[CH2:14][CH2:15][C:10]2([CH2:9][CH2:8]2)[CH2:11][CH:12]1[C:16]([NH:18][C:19]1([C:22]2[CH:31]=[CH:30][C:25]([C:26]([O:28][CH3:29])=[O:27])=[CH:24][CH:23]=2)[CH2:20][CH2:21]1)=[O:17] |f:0.1,3.4.5|. Product: FC(C=1C=C(CN2C(CC3(CC3)CC2)C(=O)NC2(CC2)C2=CC=C(C(=O)OC)C=C2)C=CC1)(F)F (methyl 4-(1-(6-(3-(trifluoromethyl)benzyl)-6-azaspiro[2.5]octane-5-carboxamido)cyclopropyl)benzoate). Yield: 113.4%. The reactants are substituted benzyl amines, C(=O)([O-])[O-].[Cs+].[Cs+] (Cs2CO3), FC(C(=O)O)(F)F.C1CC12CC(NCC2)C(=O)NC2(CC2)C2=CC=C(C(=O)OC)C=C2 (methyl 4-(1-(6-azaspiro[2.5]octane-5-carboxamido)cyclopropyl)benzoate 2,2,2-trifluoroacetate), FC(C=1C=C(CBr)C=CC1)(F)F (3-(Trifluoromethyl)benzyl bromide). Starting materials: C(CCC)NC1CC(N(C(C1)(C)C)OC1CCCCC1)(C)C (butyl-(1-cyclohexyloxy-2,2,6,6-tetramethyl-piperidin-4-yl)-amine), compound D. The reagents and catalysts are [Pd] (Pd/C). The solvent is CO (MeOH). Product: C1(CCCCC1)ON1C(CC=CC1(C)C)(C)C (1-cyclohexyloxy-2,2,6,6-tetramethyl-1,2,3,6-tetrahydro-pyridine). As a reaction SMILES: C(N[CH:6]1[CH2:11][C:10]([CH3:13])([CH3:12])[N:9]([O:14][CH:15]2[CH2:20][CH2:19][CH2:18][CH2:17][CH2:16]2)[C:8]([CH3:22])([CH3:21])[CH2:7]1)CCC>[Pd].CO>[CH:15]1([O:14][N:9]2[C:8]([CH3:22])([CH3:21])[CH:7]=[CH:6][CH2:11][C:10]2([CH3:13])[CH3:12])[CH2:20][CH2:19][CH2:18][CH2:17][CH2:16]1. Reported procedure: Hydrogenation at this stage (MeOH, 5% Pd/C, 5 bar H2, 40° C.) leads to butyl-(1-cyclohexyloxy-2,2,6,6-tetramethyl-piperidin-4-yl)-amine, compound D. Starting materials: ester, C(C1=CC=CC=C1)(=O)NC(C(CN(C(=O)N1[C@H](C(=O)OCC2=CC=CC=C2)CCC1)C)O)CCCCNC(=O)OCC1=CC=CC=C1 ((±)-1-[[[3-(Benzoylamino)-7-[[(phenylmethoxy)carbonyl]amino]-2-hydroxyheptyl]methylamino]carbonyl]-L-proline, phenylmethyl ester), [Cl-].[NH4+] (Ammonium chloride). Reagents/catalysts: [Pd] (palladium on carbon). Run in C(C)O (ethanol). Reaction conditions: time 8 hour. The product is NCCCCC(C(CN(C(=O)N1[C@H](C(=O)O)CCC1)C)O)NC(C1=CC=CC=C1)=O ((±)-1-[[[7-amino-3-(benzoylamino)-2-hydroxyheptyl]methylamino]carbonyl]-L-proline). RXN SMILES: [C:1]([NH:9][CH:10]([CH2:33][CH2:34][CH2:35][CH2:36][NH:37]C(OCC1C=CC=CC=1)=O)[CH:11]([OH:32])[CH2:12][N:13]([CH3:31])[C:14]([N:16]1[CH2:30][CH2:29][CH2:28][C@H:17]1[C:18]([O:20]CC1C=CC=CC=1)=[O:19])=[O:15])(=[O:8])[C:2]1[CH:7]=[CH:6][CH:5]=[CH:4][CH:3]=1.[Cl-].[NH4+]>[Pd].C(O)C>[NH2:37][CH2:36][CH2:35][CH2:34][CH2:33][CH:10]([NH:9][C:1](=[O:8])[C:2]1[CH:7]=[CH:6][CH:5]=[CH:4][CH:3]=1)[CH:11]([OH:32])[CH2:12][N:13]([CH3:31])[C:14]([N:16]1[CH2:30][CH2:29][CH2:28][C@H:17]1[C:18]([OH:20])=[O:19])=[O:15] |f:1.2|. Reported procedure: The ester product from part (d) is taken into 100 ml. of 95% ethanol with stirring. Ammonium chloride (1.45 ml.) and 180 mg. of 10% palladium on carbon catalyst are added. The mixture is stirred overnight under hydrogen, filtered, and concentrated to dryness. The crude product is lyophilized and purified chromatographically to give (±)-1-[[[7-amino-3-(benzoylamino)-2-hydroxyheptyl]methylamino]carbonyl]-L-proline. The reactants are C1(CC1)S(=O)(=O)NC(=O)[C@@]1([C@@H](C1)C=C)NC(OC(C)(C)C)=O (tert-butyl (1R,2S)-1-(cyclopropylsulfonyl-carbamoyl)-2-vinylcyclopropylcarbamate), C(C)(=O)Cl (acetyl chloride). Solvent: CO (methanol), CO (methanol). Conditions: temperature 50 celsius. Yields the product Cl.N[C@]1([C@@H](C1)C=C)C(=O)NS(=O)(=O)C1CC1 ((1R,2S)-1-amino-N-(cyclopropylsulfonyl)-2-vinylcyclopropanecarboxamide hydrochloride). The yield is 103.0%. RXN SMILES: [CH:1]1([S:4]([NH:7][C:8]([C@@:10]2([NH:15]C(=O)OC(C)(C)C)[CH2:12][C@H:11]2[CH:13]=[CH2:14])=[O:9])(=[O:6])=[O:5])[CH2:3][CH2:2]1.C([Cl:26])(=O)C>CO>[ClH:26].[NH2:15][C@:10]1([C:8]([NH:7][S:4]([CH:1]2[CH2:3][CH2:2]2)(=[O:6])=[O:5])=[O:9])[CH2:12][C@H:11]1[CH:13]=[CH2:14] |f:3.4|. Reported procedure: Compound 130 (1 g) was suspended in methanol (2.5 mL). A solution of acetyl chloride (3 eq.) in methanol was added to the suspension. The reaction mixture was heated at 50° C. for 3 hrs. The reaction mixture was concentrated at 45-50° C. and co-evaporated with DCM to give compound 131 (833 mg) as a white foam in 103% yield due to DCM. Reactants: CN(C)c1ccncc1, O=C(Cc1ccc(Cl)c(Cl)c1)N1CCNC2CCCC(N3CCCC3)C21, ClCCl, O=C1CCC(=O)O1. The product is O=C(O)CCC(=O)N1CCN(C(=O)Cc2ccc(Cl)c(Cl)c2)C2C(N3CCCC3)CCCC21. As a reaction SMILES: [CH3:37][N:38]([CH3:39])[c:40]1[cH:41][cH:42][n:43][cH:44][cH:45]1.[Cl:1][c:2]1[cH:3][c:4]([CH2:9][C:10](=[O:11])[N:12]2[CH2:13][CH2:14][NH:15][CH:16]3[CH2:17][CH2:18][CH2:19][CH:20]([N:22]4[CH2:23][CH2:24][CH2:25][CH2:26]4)[CH:21]23)[cH:5][cH:6][c:7]1[Cl:8].[Cl:34][CH2:35][Cl:36].[O:27]=[C:28]1[CH2:29][CH2:30][C:31](=[O:32])[O:33]1>>[Cl:1][c:2]1[cH:3][c:4]([CH2:9][C:10](=[O:11])[N:12]2[CH2:13][CH2:14][N:15]([C:31]([CH2:30][CH2:29][C:28](=[O:27])[OH:33])=[O:32])[CH:16]3[CH2:17][CH2:18][CH2:19][CH:20]([N:22]4[CH2:23][CH2:24][CH2:25][CH2:26]4)[CH:21]23)[cH:5][cH:6][c:7]1[Cl:8]. The product is CCOC(=O)C(CC=CCOC1CCCCO1)C(=O)OCC. Reaction SMILES: [C:13]([CH2:14][C:15](=[O:16])[O:17][CH2:18][CH3:19])(=[O:20])[O:21][CH2:22][CH3:23].[CH3:27][N:28]([CH3:29])[CH:30]=[O:31].[Cl:1][CH2:2][CH:3]=[CH:4][CH2:5][O:6][CH:7]1[O:8][CH2:9][CH2:10][CH2:11][CH2:12]1.[H-:24].[Na+:25].[OH2:26]>>[CH2:2]([CH:3]=[CH:4][CH2:5][O:6][CH:7]1[O:8][CH2:9][CH2:10][CH2:11][CH2:12]1)[CH:14]([C:13](=[O:20])[O:21][CH2:22][CH3:23])[C:15](=[O:16])[O:17][CH2:18][CH3:19]. Reactants: CCOC(=O)CC(=O)OCC, CN(C)C=O, ClCC=CCOC1CCCCO1, [H-], [Na+], O.